From a dataset of the Open Reaction Database (ORD), a public repository of structured organic reaction records. describe an organic reaction: reactants, conditions, products, and yield Starting materials: [H-].[Na+] (Sodium hydride), O (water), C(C)(C)(C)OC(=O)N1CCC2(CNC(O2)=O)CC1 (2-oxo-1-oxa-3,8-diazaspiro[4.5]decane-8-carboxylic acid tert-butyl ester), C(C1=CC=CC=C1)Br (Benzyl bromide). Solvent: CN(C)C=O (DMF). Run at time 10 minute. Product: C(C)(C)(C)OC(=O)N1CCC2(CN(C(O2)=O)CC2=CC=CC=C2)CC1 (3-benzyl-2-oxo-1-oxa-3,8-diazaspiro[4.5]decane-8-carboxylic acid tert-butyl ester). The yield is 79.9%. Reaction SMILES: [H-].[Na+].[C:3]([O:7][C:8]([N:10]1[CH2:20][CH2:19][C:13]2([O:17][C:16](=[O:18])[NH:15][CH2:14]2)[CH2:12][CH2:11]1)=[O:9])([CH3:6])([CH3:5])[CH3:4].[CH2:21](Br)[C:22]1[CH:27]=[CH:26][CH:25]=[CH:24][CH:23]=1.O>CN(C=O)C>[C:3]([O:7][C:8]([N:10]1[CH2:11][CH2:12][C:13]2([O:17][C:16](=[O:18])[N:15]([CH2:21][C:22]3[CH:27]=[CH:26][CH:25]=[CH:24][CH:23]=3)[CH2:14]2)[CH2:19][CH2:20]1)=[O:9])([CH3:6])([CH3:4])[CH3:5] |f:0.1|. Procedure: Sodium hydride (82 mg, 60% dispersion in mineral oil, weight percent) was suspended under a nitrogen atmosphere in DMF (5 mL). Compound A3 (0.5 g, 1.95 mmol) was added thereto and the reaction mixture was stirred for 10 min at RT. Benzyl bromide (235 μL, 1.97 mmol) was added thereto. The reaction mixture was stirred for 18 h at RT, combined with water and extracted with EtOAc. The combined organic phases were washed with sat. aq. NaCl solution, dried over Na2SO4 and the solvent was removed under... Starting materials: ClC1=NC=NC(=C1)OCC#C (4-chloro-6-(2-propynyloxy)pyrimidine), C([O-])([O-])=O.[K+].[K+] (potassium carbonate), CC1=CC=C(C=C1)O (4-methylphenol), [Cl-].[NH4+] (ammonium chloride). Solvent: CN(C=O)C (N,N-dimethylformamide). Run at temperature 60 celsius, time 7 hour. Product: CC1=CC=C(OC2=NC=NC(=C2)OCC#C)C=C1 (4-(4-methylphenoxy)-6-(2-propynyloxy)pyrimidine). Isolated yield 98.2%. RXN SMILES: Cl[C:2]1[CH:7]=[C:6]([O:8][CH2:9][C:10]#[CH:11])[N:5]=[CH:4][N:3]=1.C(=O)([O-])[O-].[K+].[K+].[CH3:18][C:19]1[CH:24]=[CH:23][C:22]([OH:25])=[CH:21][CH:20]=1.[Cl-].[NH4+]>CN(C)C=O>[CH3:18][C:19]1[CH:24]=[CH:23][C:22]([O:25][C:2]2[CH:7]=[C:6]([O:8][CH2:9][C:10]#[CH:11])[N:5]=[CH:4][N:3]=2)=[CH:21][CH:20]=1 |f:1.2.3,5.6|. Procedure: To 5 ml of N,N-dimethylformamide were added 0.2 g of 4-chloro-6-(2-propynyloxy)pyrimidine, 0.25 g of potassium carbonate, and 0.14 g of 4-methylphenol, followed by stirring at 60° C. for 7 hours. The reaction mixture was then left for cooling to room temperature and poured into a saturated aqueous ammonium chloride solution, which was extracted three times with chloroform. The chloroform layers were combined, washed with diluted hydrochloric acid and then with water, and dried over anhydrous mag... Reactants: CO, CCOC(C)=O, O=[N+]([O-])c1cc(C#Cc2ccc(-c3ccc(Cl)cc3)cn2)ccc1OCCN1CCCC1, [Na+], O=C([O-])O, O, O, Cl[Sn]Cl. Product: Nc1cc(C#Cc2ccc(-c3ccc(Cl)cc3)cn2)ccc1OCCN1CCCC1. Reaction SMILES: [CH3:43][OH:44].[CH3:45][CH2:46][O:47][C:48]([CH3:49])=[O:50].[Cl:11][c:12]1[cH:13][cH:14][c:15](-[c:18]2[cH:19][cH:20][c:21]([C:24]#[C:25][c:26]3[cH:27][c:28]([N+:40]([O-:41])=[O:42])[c:29]([O:32][CH2:33][CH2:34][N:35]4[CH2:36][CH2:37][CH2:38][CH2:39]4)[cH:30][cH:31]3)[n:22][cH:23]2)[cH:16][cH:17]1.[Na+:5].[O-:1][C:2]([OH:3])=[O:4].[OH2:6].[OH2:7].[Sn:8]([Cl:9])[Cl:10]>>[Cl:11][c:12]1[cH:13][cH:14][c:15](-[c:18]2[cH:19][cH:20][c:21]([C:24]#[C:25][c:26]3[cH:27][c:28]([NH2:40])[c:29]([O:32][CH2:33][CH2:34][N:35]4[CH2:36][CH2:37][CH2:38][CH2:39]4)[cH:30][cH:31]3)[n:22][cH:23]2)[cH:16][cH:17]1.